This data is from the Open Reaction Database (ORD), a public repository of structured organic reaction records. The task is: describe an organic reaction: reactants, conditions, products, and yield RXN SMILES: [Br:1][CH2:2][CH2:3][CH2:4][CH2:5][CH2:6][CH2:7][OH:8].[CH3:13][CH2:14][OH:15].[CH3:17][OH:18].[CH3:9][S:10](=[O:11])[OH:12].[Cl:19][CH2:20][Cl:21].[OH2:16]>>[CH2:2]([CH2:3][CH2:4][CH2:5][CH2:6][CH2:7][OH:8])[S:10]([CH3:9])(=[O:11])=[O:12]. Yields the product CS(=O)(=O)CCCCCCO. Reactants: OCCCCCCBr, CCO, CO, CS(=O)O, ClCCl, O. Starting materials: C(C)(C)OC=1C=C(C=CC1OC(C)C)CCNC(CC1=CC(=C(C=C1)OCC)OCC)=O (N-[2-(3,4-diisopropoxyphenyl)-ethyl]-3,4-diethoxyphenylacetamide), P(=O)(Cl)(Cl)Cl (phosphorus oxychloride). The solvent is C1=CC=CC=C1 (benzene). Run at time 2 hour. Product: Cl.C(C)OC=1C=C(CC2=NCCC3=CC(=C(C=C23)OC(C)C)OC(C)C)C=CC1OCC (1-(3'4'-diethoxybenzyl)-6,7-diisopropoxy-3,4-dihydroisoquinoline hydrochloride). Yield: 56.1%. As a reaction SMILES: [CH:1]([O:4][C:5]1[CH:6]=[C:7]([CH2:15][CH2:16][NH:17][C:18](=O)[CH2:19][C:20]2[CH:25]=[CH:24][C:23]([O:26][CH2:27][CH3:28])=[C:22]([O:29][CH2:30][CH3:31])[CH:21]=2)[CH:8]=[CH:9][C:10]=1[O:11][CH:12]([CH3:14])[CH3:13])([CH3:3])[CH3:2].P(Cl)(Cl)([Cl:35])=O>C1C=CC=CC=1>[ClH:35].[CH2:30]([O:29][C:22]1[CH:21]=[C:20]([CH:25]=[CH:24][C:23]=1[O:26][CH2:27][CH3:28])[CH2:19][C:18]1[C:8]2[C:7](=[CH:6][C:5]([O:4][CH:1]([CH3:3])[CH3:2])=[C:10]([O:11][CH:12]([CH3:14])[CH3:13])[CH:9]=2)[CH2:15][CH2:16][N:17]=1)[CH3:31] |f:3.4|. Procedure: 5.0 g (0.0113 mole) of N-[2-(3,4-diisopropoxyphenyl)-ethyl]-3,4-diethoxyphenylacetamide, 100 ml benzene, and 2.3 g (0.015 mole) of phosphorus oxychloride were introduced successively into a 250 ml 3-necked flask after being passed through an atmosphere of nitrogen. The mixture was heated under reflux with stirring over a period of 2 hours, 70 ml of solvent removed by distillation, 30 ml of ethanol, 1 ml of 12 N hydrochloric acid added and the bulk of solvent removed by distillation under reduced...